This data is from the Open Reaction Database (ORD), a public repository of structured organic reaction records. The task is: describe an organic reaction: reactants, conditions, products, and yield Reactants: C1CCOC1 (THF), halide, Weinreb amide, O1C(CCCC1)OCCCCCCBr (1-(tetrahydropyran-2-yloxy)-6-hexyl bromide), BrCCBr (1,2-dibromoethane), C(=O)(O)[O-].[Na+] (NaHCO3). Run in CO (MeOH), CC=1C=CC(=CC1)S(=O)(=O)O (TsOH). Conditions: time 8 hour. The product is O1C(=CC=C1)C(=O)C=1OC=CC1 (furyl ketone). The yield is 53.6%. Reaction SMILES: [CH2:1]1[CH2:5][O:4][CH2:3][CH2:2]1.[O:6]1[CH2:11][CH2:10][CH2:9][CH2:8][CH:7]1[O:12]CCCCCCBr.BrCCBr.C([O-])(O)=O.[Na+]>CO.CC1C=CC(S(O)(=O)=O)=CC=1>[O:4]1[CH:5]=[CH:1][CH:2]=[C:3]1[C:7]([C:8]1[O:6][CH:11]=[CH:10][CH:9]=1)=[O:12] |f:3.4|. Reported procedure: Preparation of 1-(2-Furyl)-7-hydroxy-1-heptanone (R=n-C6H12OH)—Magnesium turnings (8.20 g, 0.342 mol, 4.5 eq/halide) were covered with anhydrous THF (40 mL) and a solution of 1-(tetrahydropyran-2-yloxy)-6-hexyl bromide (20.1 g, 76.0 mmol in anhydrous 100 mL THF) was added dropwise once the reaction was initiated with 1,2-dibromoethane. The remaining halide solution was added dropwise and the mixture was allowed to stir at rt overnight. The resulting mixture was then added to a cooled solution of... Starting materials: S1(C=CC2=C1C=CC=C2)(=O)=O (benzothiophene 1,1-dioxide), C(CCC)N (n-butylamine). Solvent: C(C)O (ethanol). Yields the product C(CCC)NC1C2=C(S(C1)(=O)=O)C=CC=C2 (butyl-(1,1-dioxo-2,3-dihydro-1H-benzo[b]thiophen-3-yl)-amine). Isolated yield 112.2%. As a reaction SMILES: [S:1]1(=[O:11])(=[O:10])[C:5]2[CH:6]=[CH:7][CH:8]=[CH:9][C:4]=2[CH:3]=[CH:2]1.[CH2:12]([NH2:16])[CH2:13][CH2:14][CH3:15]>C(O)C>[CH2:12]([NH:16][CH:3]1[CH2:2][S:1](=[O:10])(=[O:11])[C:5]2[CH:6]=[CH:7][CH:8]=[CH:9][C:4]1=2)[CH2:13][CH2:14][CH3:15]. Procedure: 9.0 g (54 mmol) of benzothiophene 1,1-dioxide and 7.9 g (108 mmol) of n-butylamine were suspended in 130 ml of ethanol, and the mixture was heated at reflux temperature for 3 h. The reaction mixture was concentrated under reduced pressure, giving 14.5 g of butyl-(1,1-dioxo-2,3-dihydro-1H-benzo[b]thiophen-3-yl)-amine as an oil. The yield is 82.0%. Run at time 1.5 hour. Solvent: C1CCOC1 (THF), C1CCOC1 (THF). RXN SMILES: [CH2:1]([O:8][C:9]([NH:11][C@@H:12]1[CH2:20][C:19]2[C:14](=[CH:15][CH:16]=[C:17]([C:21](OC)=[O:22])[CH:18]=2)[CH2:13]1)=[O:10])[C:2]1[CH:7]=[CH:6][CH:5]=[CH:4][CH:3]=1.[H-].[Al+3].[Li+].[H-].[H-].[H-]>C1COCC1>[OH:22][CH2:21][C:17]1[CH:18]=[C:19]2[C:14](=[CH:15][CH:16]=1)[CH2:13][C@H:12]([NH:11][C:9](=[O:10])[O:8][CH2:1][C:2]1[CH:3]=[CH:4][CH:5]=[CH:6][CH:7]=1)[CH2:20]2 |f:1.2.3.4.5.6|. Yields the product OCC=1C=C2C[C@H](CC2=CC1)NC(OCC1=CC=CC=C1)=O ((S)-benzyl 5-(hydroxymethyl)-2,3-dihydro-1H-inden-2-ylcarbamate). Procedure details: To (S)-methyl 2-(benzyloxycarbonylamino)-2,3-dihydro-1H-indene-5-carboxylate (7.38 mmol, 2.4 g) at 0° C. in THF (36.9 mL) under an argon atmosphere was added Lithium aluminium hydride in THF (7.38 mmol, 7.38 mL) dropwise. The reaction was left to stir for 1.5 hrs at 0 degrees. The reaction was quenched with water before the addition of 5N HCl (aq) to adjust the pH to 3. DCM was added before separating the aqueous and washing once with water and once with brine. The DCM layer was dried over MgSO4... Reactants: C(C1=CC=CC=C1)OC(=O)N[C@H]1CC2=CC=C(C=C2C1)C(=O)OC ((S)-methyl 2-(benzyloxycarbonylamino)-2,3-dihydro-1H-indene-5-carboxylate), [H-].[Al+3].[Li+].[H-].[H-].[H-] (Lithium aluminium hydride). Starting materials: CC(C)=O, Cc1cc2c(C=O)ccc(OC3CCCC3)c2o1, [O-][Cl+][O-], NS(=O)(=O)O, [Na+], O. Yields the product Cc1cc2c(C(=O)O)ccc(OC3CCCC3)c2o1. RXN SMILES: [CH3:28][C:29](=[O:30])[CH3:31].[CH:1]1([O:6][c:7]2[cH:8][cH:9][c:10]([CH:17]=[O:18])[c:11]3[c:12]2[o:13][c:14]([CH3:16])[cH:15]3)[CH2:2][CH2:3][CH2:4][CH2:5]1.[Cl+:24]([O-:25])[O-:26].[NH2:19][S:20]([OH:21])(=[O:22])=[O:23].[Na+:27].[OH2:32]>>[CH:1]1([O:6][c:7]2[cH:8][cH:9][c:10]([C:17](=[O:18])[OH:21])[c:11]3[c:12]2[o:13][c:14]([CH3:16])[cH:15]3)[CH2:2][CH2:3][CH2:4][CH2:5]1. Starting materials: Cl (hydrochloric acid), Cl (hydrochloric acid), NC1=C(C=C(O)C(=C1)N)O (4,6-diaminoresorcinol). Run in O (water). Yields the product Cl.Cl.NC1=C(C=C(O)C(=C1)N)O (4,6-Diaminoresorcinol dihydrochloride). RXN SMILES: [ClH:1].[NH2:2][C:3]1[CH:9]=[C:8]([NH2:10])[C:6]([OH:7])=[CH:5][C:4]=1[OH:11]>O>[ClH:1].[ClH:1].[NH2:2][C:3]1[CH:9]=[C:8]([NH2:10])[C:6]([OH:7])=[CH:5][C:4]=1[OH:11] |f:3.4.5|. Procedure: After the active carbon treatment, solids are deposited by salting out with addition of concentrated hydrochloric acid, and an amount of added hydrochloric acid may be 4-20 times by mole of 4,6-diaminoresorcinol. It is influenced by the amount of water from the economical viewpoint, but 4-8 times by mole are preferable. 4,6-Diaminoresorcinol dihydrochloride is obtained by drying after filtration. The reactants are C(C)N(O)CC (diethylhydroxylamine), CC(C)([O-])C.[K+] (potassium-tert-butoxide), C(C)(C)(CC(C)(C)C)NC(C=C)=O (N-tertoctylacrylamide). Solvent: O1CCCC1 (tetrahydrofuran). Product: C(C)(C)(CC(C)(C)C)NC(CCON(CC)CC)=O (N-tert-octyl-[3-(N,N-diethylaminoxy)propionamide]). As a reaction SMILES: [CH2:1]([N:3]([CH2:5][CH3:6])[OH:4])[CH3:2].CC(C)([O-])C.[K+].[C:13]([NH:21][C:22](=[O:25])[CH:23]=[CH2:24])([CH2:16][C:17]([CH3:20])([CH3:19])[CH3:18])([CH3:15])[CH3:14]>O1CCCC1>[C:13]([NH:21][C:22](=[O:25])[CH2:23][CH2:24][O:4][N:3]([CH2:5][CH3:6])[CH2:1][CH3:2])([CH2:16][C:17]([CH3:18])([CH3:19])[CH3:20])([CH3:14])[CH3:15] |f:1.2|. Reported procedure: The procedure of Example I is repeated using diethylhydroxylamine, potassium-tert-butoxide and N-tertoctylacrylamide in tetrahydrofuran to afford the title compound.